describe an organic reaction: reactants, conditions, products, and yield From a dataset of the Open Reaction Database (ORD), a public repository of structured organic reaction records. Starting materials: ClC(Cl)(Cl)Cl, CCCCCC, CCOC(=O)C(C)c1ccc(C=O)cc1, c1ccc(P(c2ccccc2)c2ccccc2)cc1. Yields the product CCOC(=O)C(C)c1ccc(C=C(Cl)Cl)cc1. Reaction SMILES: [C:41]([Cl:42])([Cl:43])([Cl:44])[Cl:45].[CH3:35][CH2:36][CH2:37][CH2:38][CH2:39][CH3:40].[CH:1](=[O:2])[c:3]1[cH:4][cH:5][c:6]([CH:9]([C:10](=[O:11])[O:12][CH2:13][CH3:14])[CH3:15])[cH:7][cH:8]1.[c:16]1([P:17]([c:18]2[cH:19][cH:20][cH:21][cH:22][cH:23]2)[c:24]2[cH:25][cH:26][cH:27][cH:28][cH:29]2)[cH:30][cH:31][cH:32][cH:33][cH:34]1>>[CH:1]([c:3]1[cH:4][cH:5][c:6]([CH:9]([C:10](=[O:11])[O:12][CH2:13][CH3:14])[CH3:15])[cH:7][cH:8]1)=[C:41]([Cl:42])[Cl:43].